Dataset: the Open Reaction Database (ORD), a public repository of structured organic reaction records. Task: describe an organic reaction: reactants, conditions, products, and yield Starting materials: COC(=O)c1cc(-c2ccccc2)cc([N+](=O)[O-])c1, CCOC(C)=O. Product: COC(=O)c1cc(N)cc(-c2ccccc2)c1. Reaction SMILES: [CH3:1][O:2][C:3](=[O:4])[c:5]1[cH:6][c:7](-[c:14]2[cH:15][cH:16][cH:17][cH:18][cH:19]2)[cH:8][c:9]([N+:11]([O-:12])=[O:13])[cH:10]1.[CH3:20][CH2:21][O:22][C:23]([CH3:24])=[O:25]>>[CH3:1][O:2][C:3](=[O:4])[c:5]1[cH:6][c:7](-[c:14]2[cH:15][cH:16][cH:17][cH:18][cH:19]2)[cH:8][c:9]([NH2:11])[cH:10]1. Reactants: Cc1ccccc1, CCN(C(C)C)C(C)C, O=C1C=C(Cl)C2CCC1C2, ClCCl, O=C(O)c1ccc(Cl)cc1. Product: O=C(OC1=CC(=O)C2CCC1C2)c1ccc(Cl)cc1. RXN SMILES: [CH3:30][c:31]1[cH:32][cH:33][cH:34][cH:35][cH:36]1.[CH:21]([N:22]([CH:23]([CH3:24])[CH3:25])[CH2:26][CH3:27])([CH3:28])[CH3:29].[Cl:1][C:2]1=[CH:3][C:4](=[O:10])[CH:5]2[CH2:6][CH2:7][CH:8]1[CH2:9]2.[Cl:37][CH2:38][Cl:39].[OH:11][C:12](=[O:13])[c:14]1[cH:15][cH:16][c:17]([Cl:18])[cH:19][cH:20]1>>[C:2]1([O:13][C:12](=[O:11])[c:14]2[cH:15][cH:16][c:17]([Cl:18])[cH:19][cH:20]2)=[CH:3][C:4](=[O:10])[CH:5]2[CH2:6][CH2:7][CH:8]1[CH2:9]2. Reactants: BrC1CCCCCC1, C[Si](C)(C)[N-][Si](C)(C)C, CS(C)=O, [Na+], COC(=O)C(C)(C)C(c1ccccc1)c1ccc2[nH]ncc2c1. Product: COC(=O)C(C)(C)C(c1ccccc1)c1ccc2c(cnn2C2CCCCCC2)c1. RXN SMILES: [Br:34][CH:35]1[CH2:36][CH2:37][CH2:38][CH2:39][CH2:40][CH2:41]1.[CH3:25][Si:26]([N-:27][Si:28]([CH3:29])([CH3:30])[CH3:31])([CH3:32])[CH3:33].[CH3:42][S:43]([CH3:44])=[O:45].[Na+:24].[nH:1]1[n:2][cH:3][c:4]2[cH:5][c:6]([CH:10]([C:11]([C:12](=[O:13])[O:14][CH3:15])([CH3:16])[CH3:17])[c:18]3[cH:19][cH:20][cH:21][cH:22][cH:23]3)[cH:7][cH:8][c:9]12>>[n:1]1([CH:35]2[CH2:36][CH2:37][CH2:38][CH2:39][CH2:40][CH2:41]2)[n:2][cH:3][c:4]2[cH:5][c:6]([CH:10]([C:11]([C:12](=[O:13])[O:14][CH3:15])([CH3:16])[CH3:17])[c:18]3[cH:19][cH:20][cH:21][cH:22][cH:23]3)[cH:7][cH:8][c:9]12. Reactants: BrC1=C(C=CC=C1)CCC(=O)O (3-(2-bromophenyl)propanoic acid), C(C(=O)Cl)(=O)Cl (oxalyl chloride), N (ammonia), C1COCCO1 (dioxanne). Solvent: C(Cl)Cl (CH2Cl2), CN(C)C=O (DMF), C1(=CC=CC=C1)C (toluene). Reaction conditions: time 2 hour. Product: BrC1=C(C=CC=C1)CCC(=O)N (3-(2-bromophenyl)propanamide). As a reaction SMILES: [Br:1][C:2]1[CH:7]=[CH:6][CH:5]=[CH:4][C:3]=1[CH2:8][CH2:9][C:10]([OH:12])=O.C(Cl)(=O)C(Cl)=O.[NH3:19].C1OCCOC1>C(Cl)Cl.C1(C)C=CC=CC=1.CN(C=O)C>[Br:1][C:2]1[CH:7]=[CH:6][CH:5]=[CH:4][C:3]=1[CH2:8][CH2:9][C:10]([NH2:19])=[O:12]. Procedure details: To a solution of commercially available 3-(2-bromophenyl)propanoic acid (1 eq.) in CH2Cl2 (0.22M) at room temperature was added oxalyl chloride (16 eq) and a catalytic amount of DMF. The mixture was stiffed for 2 h, diluted with toluene (0.022M) and concentrated. To the residue diluted in CH2Cl2 (0.1M) at 0° C. was added ammonia (0.5M in dioxanne (3 eq.). The mixture was stiffed 2 h at room temperature, concentrated, quenched with aqueous NaOH 1N and then extracted with EtOAc. The organic extrac... The reactants are Fc1cc(Cl)cc(Br)c1, CC(C)(C)[O-], CS(C)=O, CCOC(C)=O, Cc1ccc(Cl)c(O)c1F, [K+]. Yields the product Cc1ccc(Cl)c(Oc2cc(Cl)cc(Br)c2)c1F. As a reaction SMILES: [Br:17][c:18]1[cH:19][c:20]([Cl:25])[cH:21][c:22]([F:24])[cH:23]1.[CH3:11][C:12]([CH3:13])([O-:14])[CH3:15].[CH3:26][S:27]([CH3:28])=[O:29].[CH3:30][CH2:31][O:32][C:33]([CH3:34])=[O:35].[Cl:1][c:2]1[cH:3][cH:4][c:5]([CH3:10])[c:6]([F:9])[c:7]1[OH:8].[K+:16]>>[Cl:1][c:2]1[cH:3][cH:4][c:5]([CH3:10])[c:6]([F:9])[c:7]1[O:8][c:22]1[cH:21][c:20]([Cl:25])[cH:19][c:18]([Br:17])[cH:23]1.